From a dataset of the Open Reaction Database (ORD), a public repository of structured organic reaction records. describe an organic reaction: reactants, conditions, products, and yield The product is O=Cc1ccc(-c2cccnc2)cc1. Starting materials: CC(C)C[Al+]CC(C)C, ClCCl, COC(=O)c1ccc(-c2cccnc2)cc1, [H-]. As a reaction SMILES: [CH2:18]([Al+:19][CH2:20][CH:21]([CH3:22])[CH3:23])[CH:24]([CH3:25])[CH3:26].[CH2:27]([Cl:28])[Cl:29].[CH3:1][O:2][C:3]([c:4]1[cH:5][cH:6][c:7](-[c:10]2[cH:11][n:12][cH:13][cH:14][cH:15]2)[cH:8][cH:9]1)=[O:16].[H-:17]>>[O:2]=[CH:3][c:4]1[cH:5][cH:6][c:7](-[c:10]2[cH:11][n:12][cH:13][cH:14][cH:15]2)[cH:8][cH:9]1. The reactants are [BH3-]C#N, COC(=O)NC(C(=O)NCCNC1CN(Cc2ccccc2)CC1N(CCC(C)C)S(=O)(=O)c1ccc([N+](=O)[O-])cc1)C(c1ccccc1)c1ccccc1, C=O, [Na+]. Yields the product COC(=O)NC(C(=O)NCCN(C)C1CN(Cc2ccccc2)CC1N(CCC(C)C)S(=O)(=O)c1ccc([N+](=O)[O-])cc1)C(c1ccccc1)c1ccccc1. Reaction SMILES: [C:56]([BH3-:57])#[N:58].[CH2:1]([c:2]1[cH:3][cH:4][cH:5][cH:6][cH:7]1)[N:8]1[CH2:9][CH:10]([NH:31][CH2:32][CH2:33][NH:34][C:35]([CH:36]([NH:37][C:38](=[O:39])[O:40][CH3:41])[CH:42]([c:43]2[cH:44][cH:45][cH:46][cH:47][cH:48]2)[c:49]2[cH:50][cH:51][cH:52][cH:53][cH:54]2)=[O:55])[CH:11]([N:13]([S:14](=[O:15])(=[O:16])[c:17]2[cH:18][cH:19][c:20]([N+:23](=[O:24])[O-:25])[cH:21][cH:22]2)[CH2:26][CH2:27][CH:28]([CH3:29])[CH3:30])[CH2:12]1.[CH2:60]=[O:61].[Na+:59]>>[CH2:1]([c:2]1[cH:3][cH:4][cH:5][cH:6][cH:7]1)[N:8]1[CH2:9][CH:10]([N:31]([CH2:32][CH2:33][NH:34][C:35]([CH:36]([NH:37][C:38](=[O:39])[O:40][CH3:41])[CH:42]([c:43]2[cH:44][cH:45][cH:46][cH:47][cH:48]2)[c:49]2[cH:50][cH:51][cH:52][cH:53][cH:54]2)=[O:55])[CH3:56])[CH:11]([N:13]([S:14](=[O:15])(=[O:16])[c:17]2[cH:18][cH:19][c:20]([N+:23](=[O:24])[O-:25])[cH:21][cH:22]2)[CH2:26][CH2:27][CH:28]([CH3:29])[CH3:30])[CH2:12]1. Run in ClCCl (dichloromethane). The product is C(C)(=O)OCC1=NN2C(NC(=CC2=O)C(=O)OC)=N1 (methyl 2-(acetoxymethyl)-4,7-dihydro-7-oxo-s-triazolo[1,5-a]pyrimidine-5-carboxylate). As a reaction SMILES: [OH:1][CH2:2][C:3]1[N:16]=[C:6]2[NH:7][C:8]([C:12]([O:14][CH3:15])=[O:13])=[CH:9][C:10](=[O:11])[N:5]2[N:4]=1.N1C=CC=CC=1.[C:23](OC(=O)C)(=[O:25])[CH3:24]>ClCCl>[C:23]([O:1][CH2:2][C:3]1[N:16]=[C:6]2[NH:7][C:8]([C:12]([O:14][CH3:15])=[O:13])=[CH:9][C:10](=[O:11])[N:5]2[N:4]=1)(=[O:25])[CH3:24]. Starting materials: OCC1=NN2C(NC(=CC2=O)C(=O)OC)=N1 (Methyl 4,7-dihydro-2-(hydroxymethyl)-7-oxo-s-triazolo[1,5-a]pyrimidine-5-carboxylate), N1=CC=CC=C1 (pyridine), C(C)(=O)OC(C)=O (acetic anhydride). Isolated yield 40.6%. Procedure: Methyl 4,7-dihydro-2-(hydroxymethyl)-7-oxo-s-triazolo[1,5-a]pyrimidine-5-carboxylate (2.5 g) (11.1 mmol) are suspended in 20 ml of dichloromethane. After the addition of 1.76 g (22.3 mmol) of pyridine and 2.27 g (22.2 mmol) of acetic anhydride the mixture is stirred at 55° C. for 8 hours. The mixture is concentrated in a vacuum and the product is precipitated with diethyl ether. After recrystallization from methanol there are obtained 1.2 g of methyl 2-(acetoxymethyl)-4,7-dihydro-7-oxo-s-triazol... Run at temperature 55 celsius, time 8 hour. Starting materials: Cl (hydrochloric acid), C1(CC1)C(=O)O (cyclopropanecarboxylic acid), C(CCC)[Li] (n-butyllithium). Run in CCOCC (ether), CCOCC (ether), ether-hexane. Conditions: time 2 hour. The product is C1(CC1)C(=O)CCCC (n-butyl cyclopropyl ketone). RXN SMILES: [CH:1]1([C:4]([OH:6])=O)[CH2:3][CH2:2]1.[CH2:7]([Li])[CH2:8][CH2:9][CH3:10].Cl>CCOCC>[CH:1]1([C:4]([CH2:7][CH2:8][CH2:9][CH3:10])=[O:6])[CH2:3][CH2:2]1. Procedure details: To a vigorously-stirred solution of 31.0 g of cyclopropanecarboxylic acid in 330 ml of ether is added a solution of n-butyllithium (748 mmoles) in about 750 ml of 2:1 ether-hexane during one hour at 5°-10° C. The resulting suspension is diluted with 300 ml of ether and stirred at room temperature for 2 hours and at reflux for 2 hours. The mixture is cooled and poured into several portions of 1:1 ice:4 N hydrochloric acid. The ethereal phases are combined and washed with brine, sodium carbonate s... Reactants: O=C([O-])[O-], CC(C)(C)OC(=O)N1CCC(CCOS(C)(=O)=O)CC1, COCCOc1nc(N)c2[nH]c(OC)nc2n1, [K+], [K+], CN(C)C=O. Yields the product COCCOc1nc(N)c2nc(OC)n(CCC3CCN(C(=O)OC(C)(C)C)CC3)c2n1. RXN SMILES: [C:18](=[O:19])([O-:20])[O-:21].[C:24]([CH3:25])([CH3:26])([CH3:27])[O:28][C:29](=[O:30])[N:31]1[CH2:32][CH2:33][CH:34]([CH2:37][CH2:38][O:39][S:40]([CH3:41])(=[O:42])=[O:43])[CH2:35][CH2:36]1.[CH3:1][O:2][c:3]1[n:4][c:5]2[n:6][c:7]([O:13][CH2:14][CH2:15][O:16][CH3:17])[n:8][c:9]([NH2:12])[c:10]2[nH:11]1.[K+:22].[K+:23].[O:44]=[CH:45][N:46]([CH3:47])[CH3:48]>>[CH3:1][O:2][c:3]1[n:4]([CH2:38][CH2:37][CH:34]2[CH2:33][CH2:32][N:31]([C:29]([O:28][C:24]([CH3:25])([CH3:26])[CH3:27])=[O:30])[CH2:36][CH2:35]2)[c:5]2[n:6][c:7]([O:13][CH2:14][CH2:15][O:16][CH3:17])[n:8][c:9]([NH2:12])[c:10]2[n:11]1. Reported procedure: Prepared according to the described general procedure 2 (GP2) by reaction of ethyl 4-([1,1′-biphenyl]-2-yl)-4-amino-2-methylbutanoate with commercially available 4-(trifluoromethoxy)benzaldehyde. Subsequent purification by preparative HPLC afforded the target compound. LC-MS (conditions A): tR=1.03 min.; [M+H]+: 425.99 g/mol. Starting materials: C1(=C(C=CC=C1)C(CC(C(=O)OCC)C)N)C1=CC=CC=C1 (ethyl 4-([1,1′-biphenyl]-2-yl)-4-amino-2-methylbutanoate), FC(OC1=CC=C(C=O)C=C1)(F)F (4-(trifluoromethoxy)benzaldehyde). As a reaction SMILES: [C:1]1([C:17]2[CH:22]=[CH:21][CH:20]=[CH:19][CH:18]=2)[CH:6]=[CH:5][CH:4]=[CH:3][C:2]=1[CH:7]([NH2:16])[CH2:8][CH:9]([CH3:15])[C:10](OCC)=[O:11].[F:23][C:24]([F:35])([F:34])[O:25][C:26]1[CH:33]=[CH:32][C:29]([CH:30]=O)=[CH:28][CH:27]=1>>[C:1]1([C:17]2[CH:22]=[CH:21][CH:20]=[CH:19][CH:18]=2)[CH:6]=[CH:5][CH:4]=[CH:3][C:2]=1[CH:7]1[N:16]([CH2:30][C:29]2[CH:32]=[CH:33][C:26]([O:25][C:24]([F:35])([F:34])[F:23])=[CH:27][CH:28]=2)[C:10](=[O:11])[CH:9]([CH3:15])[CH2:8]1. Product: C1(=C(C=CC=C1)C1CC(C(N1CC1=CC=C(C=C1)OC(F)(F)F)=O)C)C1=CC=CC=C1 (5-([1,1′-biphenyl]-2-yl)-3-methyl-1-(4-(trifluoromethoxy)benzyl)pyrrolidin-2-one). Starting materials: CN(C)\C=C\1/C(C2=CC=CC=C2[C@@H](C1)C1=C(C=CC=C1)F)=O ((R,Z)-2-((dimethylamino)methylene)-4-(2-fluorophenyl)-3,4-dihydronaphthalen-1(2H)-one), N1(CCNCC1)C1=CC=C(C=C1)NC(=N)N (1-(4-(piperazin-1-yl)phenyl)guanidine). Product: FC1=C(C=CC=C1)[C@@H]1CC=2C=NC(=NC2C2=C1C=CC=C2)NC2=CC=C(C=C2)N2CCNCC2 ((R)-6-(2-fluorophenyl)-N-(4-(piperazin-1-yl)phenyl)-5,6-dihydrobenzo[h]quinazolin-2-amine). RXN SMILES: CN(/[CH:4]=[C:5]1\[C:6](=O)[C:7]2[C:12]([C@H:13]([C:15]3[CH:20]=[CH:19][CH:18]=[CH:17][C:16]=3[F:21])[CH2:14]\1)=[CH:11][CH:10]=[CH:9][CH:8]=2)C.[N:23]1([C:29]2[CH:34]=[CH:33][C:32]([NH:35][C:36]([NH2:38])=[NH:37])=[CH:31][CH:30]=2)[CH2:28][CH2:27][NH:26][CH2:25][CH2:24]1>>[F:21][C:16]1[CH:17]=[CH:18][CH:19]=[CH:20][C:15]=1[C@H:13]1[C:12]2[CH:11]=[CH:10][CH:9]=[CH:8][C:7]=2[C:6]2[N:38]=[C:36]([NH:35][C:32]3[CH:31]=[CH:30][C:29]([N:23]4[CH2:28][CH2:27][NH:26][CH2:25][CH2:24]4)=[CH:34][CH:33]=3)[N:37]=[CH:4][C:5]=2[CH2:14]1. Reported procedure: This was synthesized by using (R,Z)-2-((dimethylamino)methylene)-4-(2-fluorophenyl)-3,4-dihydronaphthalen-1(2H)-one and 1-(4-(piperazin-1-yl)phenyl)guanidine as described in general procedure 1. LCMS m/e 452 (M+H). The reactants are CN(C12C3C(NC(C3C(C=C1)CC2)=O)=O)C (1-dimethylamino-4-azatricyclo-[5.2.2.02,6 ]undec-8-ene-3,5-dione), [H-].[H-].[H-].[H-].[Li+].[Al+3] (LiAlH4), 1-B. Product: CN(C12C3CNCC3C(C=C1)CC2)C (1-Dimethylamino-4-azatricyclo[5.2.2.02,6 ]undec-8-ene). Reaction SMILES: [CH3:1][N:2]([CH3:16])[C:3]12[CH2:13][CH2:12][CH:9]([CH:10]=[CH:11]1)[CH:8]1[CH:4]2[C:5](=O)[NH:6][C:7]1=O.[H-].[H-].[H-].[H-].[Li+].[Al+3]>>[CH3:1][N:2]([CH3:16])[C:3]12[CH2:13][CH2:12][CH:9]([CH:10]=[CH:11]1)[CH:8]1[CH:4]2[CH2:5][NH:6][CH2:7]1 |f:1.2.3.4.5.6|. Procedure: 12 g (54.5 mmol) of 1-dimethylamino-4-azatricyclo-[5.2.2.02,6 ]undec-8-ene-3,5-dione are reduced with LiAlH4 as described under Z 1-B and the mixture is worked up accordingly. The reactants are Cl (HCl), ClC1=C(C(C2=CC=C(C=C2)F)=NO)C=CC(=C1Cl)O (2,3-dichloro-4-hydroxy-4'-fluorobenzophenone oxime), N#N (N2), BrCC(=O)OCC (ethyl bromoacetate), [H-].[Na+] (NaH), [OH-].[Na+] (NaOH). The solvent is CN(C)C=O (DMF), CN(C)C=O (DMF), O (water), O (water). Reaction conditions: temperature 96 celsius, time 1 hour. The product is ClC1=C(C=CC=2C(=NOC21)C2=CC=C(C=C2)F)OCC(=O)O ({[7-chloro-3-(4-fluorophenyl)-1,2-benzisoxazol-6-yl]oxy}acetic acid). As a reaction SMILES: [H-].[Na+].Cl[C:4]1[C:19]([Cl:20])=[C:18]([OH:21])[CH:17]=[CH:16][C:5]=1[C:6](=[N:14][OH:15])[C:7]1[CH:12]=[CH:11][C:10]([F:13])=[CH:9][CH:8]=1.N#N.Br[CH2:25][C:26]([O:28]CC)=[O:27].[OH-].[Na+].Cl>CN(C=O)C.O>[Cl:20][C:19]1[C:4]2[O:15][N:14]=[C:6]([C:7]3[CH:12]=[CH:11][C:10]([F:13])=[CH:9][CH:8]=3)[C:5]=2[CH:16]=[CH:17][C:18]=1[O:21][CH2:25][C:26]([OH:28])=[O:27] |f:0.1,5.6|. Procedure: To a mixture of 4.0 g NaH in 50 ml DMF, a solution of 20 g of 2,3-dichloro-4-hydroxy-4'-fluorobenzophenone oxime in 100 ml of DMF is added dropwise in an atmosphere of N2. The reaction mixture is heated to an internal temperature of 96° C. for 2 hours. The reaction mixture is cooled to 40° C. and 12.3 g of ethyl bromoacetate is added dropwise and the mixture is stirred for one hour. Twenty milliliters of 50% NaOH and 100 ml of water is added and the reaction is heated at 80°-90° C. for one hour.... Starting materials: ClC1=CC2=C(C(NC3=NC=CC=C23)=O)C=C1 (9-Chloro-5H-benzo[c][1,8]naphthyridin-6-one), O1COC2=C1C=CC(=C2)CN (benzo[d]-[1,3]dioxol-5-ylmethanamine). The product is O1COC2=C1C=CC(=C2)CNC2=CC1=C(C(NC3=NC=CC=C13)=O)C=C2 (9-(Benzo[d][1,3]dioxol-5-ylmethylamino)benzo[c][1,8]naphthyridin-6(5H)-one). Yield: 16.9%. As a reaction SMILES: Cl[C:2]1[CH:16]=[CH:15][C:5]2[C:6](=[O:14])[NH:7][C:8]3[C:13]([C:4]=2[CH:3]=1)=[CH:12][CH:11]=[CH:10][N:9]=3.[O:17]1[C:21]2[CH:22]=[CH:23][C:24]([CH2:26][NH2:27])=[CH:25][C:20]=2[O:19][CH2:18]1>>[O:17]1[C:21]2[CH:22]=[CH:23][C:24]([CH2:26][NH:27][C:2]3[CH:16]=[CH:15][C:5]4[C:6](=[O:14])[NH:7][C:8]5[C:13]([C:4]=4[CH:3]=3)=[CH:12][CH:11]=[CH:10][N:9]=5)=[CH:25][C:20]=2[O:19][CH2:18]1. Reported procedure: The title compound was synthesized according to the procedure described for the preparation of Example 456 using 6 (266 mg, 1.15 mmol) and benzo[d]-[1,3]dioxol-5-ylmethanamine (697 mg, 4.61 mmol) to provide 476 (67 mg, 17% yield) as a white powder. LC-MS (M+H=346, obsd.=346). 1H NMR (400 MHz, DMSO-D6) δ 11.49 (s, 1H), 8.58 (d, J=6.6, 1H), 8.42 (dd, J=1.6, 4.7, 1H), 7.98 (d, J=8.7, 1H), 7.37 (d, J=2.1, 1H), 7.26 (dd, J=4.7, 7.9, 1H), 7.17 (t, J=6.1, 1H), 7.00 (d, J=1.5, 1H), 6.91 (m, 2H), 6.88 (d...